Dataset: the Open Reaction Database (ORD), a public repository of structured organic reaction records. Task: describe an organic reaction: reactants, conditions, products, and yield The reactants are 230, [OH-].[K+] (potassium hydroxide), C1(=CC=CC=C1)CN([C@@H]1[C@@H](CN(CC1)C(=O)OCC)OC)CC1=CC=CC=C1 (ethyl cis-4-[bis(phenylmethyl)amino]-3-methoxy-1-piperidinecarboxylate). Run in CC(C)O (2-propanol). Yields the product 70, CO[C@@H]1CNCC[C@@H]1N(CC1=CC=CC=C1)CC1=CC=CC=C1 (cis-3-methoxy-N,N-bis(phenylmethyl)-4-piperidinamine). The yield is 55.0%. RXN SMILES: [OH-].[K+].[C:3]1([CH2:9][N:10]([CH2:24][C:25]2[CH:30]=[CH:29][CH:28]=[CH:27][CH:26]=2)[C@H:11]2[CH2:16][CH2:15][N:14](C(OCC)=O)[CH2:13][C@H:12]2[O:22][CH3:23])[CH:8]=[CH:7][CH:6]=[CH:5][CH:4]=1>CC(O)C>[CH3:23][O:22][C@H:12]1[C@@H:11]([N:10]([CH2:9][C:3]2[CH:8]=[CH:7][CH:6]=[CH:5][CH:4]=2)[CH2:24][C:25]2[CH:30]=[CH:29][CH:28]=[CH:27][CH:26]=2)[CH2:16][CH2:15][NH:14][CH2:13]1 |f:0.1|. Reported procedure: To a stirred mixture of 230 parts of potassium hydroxide and 1600 parts of 2-propanol were added 155 parts of ethyl cis-4-[bis(phenylmethyl)amino]-3-methoxy-1-piperidinecarboxylate. The whole was stirred and refluxed for 7 hours. The reaction mixture was evaporated. Water was added and the mixture was evaporated till all traces of 2-propanol were removed. The product was extracted with dichloromethane. The extract was washed twice with a sodium chloride solution in water, dried, filtered and eva... The reactants are O=Cc1ccc(OC(F)F)c2oc3ccc([N+](=O)[O-])cc3c12, Nc1c(Cl)cncc1Cl. Product: O=C(Nc1c(Cl)cncc1Cl)c1ccc(OC(F)F)c2oc3ccc([N+](=O)[O-])cc3c12. Reaction SMILES: [F:1][CH:2]([O:3][c:4]1[cH:5][cH:6][c:7]([CH:20]=[O:21])[c:8]2[c:9]1[o:10][c:11]1[c:12]2[cH:13][c:14]([N+:17](=[O:18])[O-:19])[cH:15][cH:16]1)[F:22].[NH2:23][c:24]1[c:25]([Cl:31])[cH:26][n:27][cH:28][c:29]1[Cl:30]>>[F:1][CH:2]([O:3][c:4]1[cH:5][cH:6][c:7]([C:20](=[O:21])[NH:23][c:24]2[c:25]([Cl:31])[cH:26][n:27][cH:28][c:29]2[Cl:30])[c:8]2[c:9]1[o:10][c:11]1[c:12]2[cH:13][c:14]([N+:17](=[O:18])[O-:19])[cH:15][cH:16]1)[F:22]. Starting materials: N1=C(C=CC=C1)C=1NC(=CC(C1)=O)C1=NC=CC=C1 (2,6-bis-pyridyl-4-(1H)-pyridone), P(Br)(Br)(Br)(Br)Br (phosphorus pentabromide), P(=O)(Br)(Br)Br (phosphorus oxybromide), C(=O)([O-])[O-].[K+].[K+] (K2CO3). Reaction conditions: temperature 100 celsius, time 12 hour. Yields the product BrC1=CC(=NC(=C1)C1=NC=CC=C1)C1=NC=CC=C1 (4′-bromo-2,2′;6′,2″-terpyridine), N1=C(C=CC=C1)C=1NC(=CC(C1)=O)C1=NC=CC=C1 (2,6-bis-pyridyl-4-(1H)-pyridone). RXN SMILES: [N:1]1[CH:6]=[CH:5][CH:4]=[CH:3][C:2]=1[C:7]1[NH:8][C:9]([C:14]2[CH:19]=[CH:18][CH:17]=[CH:16][N:15]=2)=[CH:10][C:11](=[O:13])[CH:12]=1.P(Br)(Br)(Br)(Br)[Br:21].P(Br)(Br)(Br)=O.C([O-])([O-])=O.[K+].[K+]>>[Br:21][C:11]1[CH:12]=[C:7]([C:2]2[CH:3]=[CH:4][CH:5]=[CH:6][N:1]=2)[N:8]=[C:9]([C:14]2[CH:19]=[CH:18][CH:17]=[CH:16][N:15]=2)[CH:10]=1.[N:1]1[CH:6]=[CH:5][CH:4]=[CH:3][C:2]=1[C:7]1[NH:8][C:9]([C:14]2[CH:19]=[CH:18][CH:17]=[CH:16][N:15]=2)=[CH:10][C:11](=[O:13])[CH:12]=1 |f:3.4.5|. Reported procedure: A 500 mL flask was charged with 2,6-bis-pyridyl-4-(1H)-pyridone (2.47 g, 9.9 mmol), phosphorus pentabromide (6.6 g, 15.4 mmol), and phosphorus oxybromide (30 g) and heated to 100° C. with stirring for 12 h, giving a black oily residue. The reaction was cooled to room temperature; ice was added cautiously to the reaction until the evolution of gas subsided. The reaction mixture was neutralized with K2CO3 (aq), extracted with CH2Cl2 (3×300 mL), dried over MgSO4, and filtered. Removal of solvent ga... Reactants: [Li]CCCC, CCOCC, Fc1ccc2c(c1)OCCC2, O=C=O, C1CCOC1. Yields the product O=C(O)c1c(F)ccc2c1OCCC2. Reaction SMILES: [CH2:1]([Li:2])[CH2:3][CH2:4][CH3:5].[CH3:20][CH2:21][O:22][CH2:23][CH3:24].[F:6][c:7]1[cH:8][c:9]2[c:10]([cH:15][cH:16]1)[CH2:11][CH2:12][CH2:13][O:14]2.[O:17]=[C:18]=[O:19].[O:25]1[CH2:26][CH2:27][CH2:28][CH2:29]1>>[F:6][c:7]1[c:8]([C:18](=[O:17])[OH:19])[c:9]2[c:10]([cH:15][cH:16]1)[CH2:11][CH2:12][CH2:13][O:14]2.